This data is from the Open Reaction Database (ORD), a public repository of structured organic reaction records. The task is: describe an organic reaction: reactants, conditions, products, and yield Reactants: [Li]CCCC, CCCCCC, [Cl-], CN(CCc1ccc(F)cc1)S(=O)(=O)c1cc(Cl)sc1Cl, [NH4+], C1CCOC1, O. Yields the product CN(CCc1ccc(F)cc1)S(=O)(=O)c1csc(Cl)c1. As a reaction SMILES: [CH2:28]([Li:29])[CH2:30][CH2:31][CH3:32].[CH3:22][CH2:23][CH2:24][CH2:25][CH2:26][CH3:27].[Cl-:33].[F:1][c:2]1[cH:3][cH:4][c:5]([CH2:8][CH2:9][N:10]([S:11](=[O:12])(=[O:13])[c:14]2[c:15]([Cl:20])[s:16][c:17]([Cl:19])[cH:18]2)[CH3:21])[cH:6][cH:7]1.[NH4+:34].[O:35]1[CH2:36][CH2:37][CH2:38][CH2:39]1.[OH2:40]>>[F:1][c:2]1[cH:3][cH:4][c:5]([CH2:8][CH2:9][N:10]([S:11](=[O:12])(=[O:13])[c:14]2[cH:15][s:16][c:17]([Cl:19])[cH:18]2)[CH3:21])[cH:6][cH:7]1. Starting materials: ClC1=NC=CC=C1 (2-chloropyridine), C(C1=CC=CC=C1)C#N (benzyl cyanide), CC(C)([O-])C.[K+] (potassium t-butoxide). Reaction SMILES: Cl[C:2]1[CH:7]=[CH:6][CH:5]=[CH:4][N:3]=1.[CH2:8]([C:15]#[N:16])[C:9]1[CH:14]=[CH:13][CH:12]=[CH:11][CH:10]=1.CC(C)([O-])C.[K+]>CN(C=O)C>[C:9]1([CH:8]([C:2]2[CH:7]=[CH:6][CH:5]=[CH:4][N:3]=2)[C:15]#[N:16])[CH:14]=[CH:13][CH:12]=[CH:11][CH:10]=1 |f:2.3|. The solvent is CN(C)C=O (DMF). Product: C1(=CC=CC=C1)C(C#N)C1=NC=CC=C1 (2-Phenyl-2-(pyrid-2-yl)acetonitrile). Procedure details: To a cold (0° C.) solution of 2-chloropyridine (4.8 mL, 50 mmol) and benzyl cyanide (5.8 ml, 50 mmol) in 120 ml of DMF, was added with potassium t-butoxide (11.2 g, 100 mmol), under N2. The reaction mixture was reacted for 3 hours and then partitioned between EtOAc and H2O. The resulting layers were separated and the EtOAc layer was washed sequentially with NaHCO3 and brine, dried over Na3SO4, filtered and concentrated in vacuo. The crude material was purified by recrystallization (hexanes/EtOAc... Starting materials: COC(CCC1=CC(=CC=C1)CN(CC=CC1=CC(=CC(=C1)Cl)Cl)S(=O)(=O)C1=CC=CC=C1)=O (3-[3-({Benzenesulfonyl-[3-(3,5-dichloro-phenyl)-allyl]-amino}-methyl)-phenyl]-propionic acid methyl ester), COC(CC)=O (propionic acid methyl ester). Reagents/catalysts: O=[Pt]=O (PtO2). The solvent is CO (MeOH). The product is C1(=CC=CC=C1)S(=O)(=O)N(CCCC1=CC(=CC(=C1)Cl)Cl)CC=1C=C(C=CC1)CCC(=O)O (3-[3-({Benzenesulfonyl-[3-(3,5-dichloro-phenyl)-propyl]-amino}-methyl)-phenyl]-propionic acid). The yield is 103.7%. Reaction SMILES: COC(=O)CC.C[O:8][C:9](=[O:40])[CH2:10][CH2:11][C:12]1[CH:17]=[CH:16][CH:15]=[C:14]([CH2:18][N:19]([S:31]([C:34]2[CH:39]=[CH:38][CH:37]=[CH:36][CH:35]=2)(=[O:33])=[O:32])[CH2:20][CH:21]=[CH:22][C:23]2[CH:28]=[C:27]([Cl:29])[CH:26]=[C:25]([Cl:30])[CH:24]=2)[CH:13]=1>O=[Pt]=O.CO>[C:34]1([S:31]([N:19]([CH2:18][C:14]2[CH:13]=[C:12]([CH2:11][CH2:10][C:9]([OH:40])=[O:8])[CH:17]=[CH:16][CH:15]=2)[CH2:20][CH2:21][CH2:22][C:23]2[CH:28]=[C:27]([Cl:29])[CH:26]=[C:25]([Cl:30])[CH:24]=2)(=[O:33])=[O:32])[CH:35]=[CH:36][CH:37]=[CH:38][CH:39]=1. Procedure: 3-[3-Benzenesulfonyl-[3-(3,5-dichloro-phenyl)-propyl]-amino}-methyl)-phenyl]-propionic acid methyl ester. A mixture 3-[3-({benzenesulfonyl-[3-(3,5-dichloro-phenyl)-allyl]-amino}-methyl)-phenyl]-propionic acid methyl ester of Step A (237 mg), PtO2 (30 mg), and MeOH was hydrogenated on a Parr shaker at 50 psi for 2 h. The catalyst was removed by filtration through Celite and the volatiles were removed in vacuo to provide the title compound (240 mg). 1H NMR (400 MHz, CDCl3) δ 7.82 (d, 2H), 7.76-7.5... Reactants: CCOCC, CCN(C(C)C)C(C)C, ClCCl, CC(Cl)Cl, O=C([O-])C(F)(F)F, COc1ccc(-c2ccccc2)cc1N=C=O, c1nc2[nH]ncc2c2c1C[NH2+]CC2. The product is COc1ccc(-c2ccccc2)cc1NC(=O)N1CCc2c(cnc3[nH]ncc23)C1. RXN SMILES: [CH2:54]([O:55][CH2:56][CH3:57])[CH3:58].[CH:21]([N:22]([CH2:23][CH3:24])[CH:25]([CH3:26])[CH3:27])([CH3:28])[CH3:29].[Cl:47][CH2:48][Cl:49].[Cl:50][CH:51]([Cl:52])[CH3:53].[F:1][C:2]([F:3])([F:4])[C:5]([O-:6])=[O:7].[N:30](=[C:31]=[O:32])[c:33]1[cH:34][c:35](-[c:41]2[cH:42][cH:43][cH:44][cH:45][cH:46]2)[cH:36][cH:37][c:38]1[O:39][CH3:40].[cH:8]1[n:9][nH:10][c:11]2[n:12][cH:13][c:14]3[c:19]([c:20]12)[CH2:18][CH2:17][NH2+:16][CH2:15]3>>[cH:8]1[n:9][nH:10][c:11]2[n:12][cH:13][c:14]3[c:19]([c:20]12)[CH2:18][CH2:17][N:16]([C:31]([NH:30][c:33]1[cH:34][c:35](-[c:41]2[cH:42][cH:43][cH:44][cH:45][cH:46]2)[cH:36][cH:37][c:38]1[O:39][CH3:40])=[O:32])[CH2:15]3.